This data is from the Open Reaction Database (ORD), a public repository of structured organic reaction records. The task is: describe an organic reaction: reactants, conditions, products, and yield The reactants are Cc1nc2cccc3c2n1C(CO)CO3, Cc1ccc(S(=O)(=O)Cl)cc1, c1ccncc1. The product is Cc1ccc(S(=O)(=O)OCC2COc3cccc4nc(C)n2c34)cc1. Reaction SMILES: [CH3:1][c:2]1[n:3][c:4]2[cH:5][cH:6][cH:7][c:8]3[c:13]2[n:12]1[CH:11]([CH2:14][OH:15])[CH2:10][O:9]3.[c:16]1([CH3:26])[cH:17][cH:18][c:19]([S:22](=[O:23])(=[O:24])[Cl:25])[cH:20][cH:21]1.[cH:27]1[cH:28][cH:29][n:30][cH:31][cH:32]1>>[CH3:1][c:2]1[n:3][c:4]2[cH:5][cH:6][cH:7][c:8]3[c:13]2[n:12]1[CH:11]([CH2:14][O:15][S:22]([c:19]1[cH:18][cH:17][c:16]([CH3:26])[cH:21][cH:20]1)(=[O:23])=[O:24])[CH2:10][O:9]3. Starting materials: ClC1=C(C(=C(C(=O)OC)C=C1)OC)SC (methyl 4-chloro-2-methoxy-3-(methylsulphenyl)benzoate), O.[OH-].[Li+] (lithium hydroxide monohydrate). Solvent: CO (methanol). Reaction conditions: time 8 hour. The product is ClC1=C(C(=C(C(=O)O)C=C1)OC)SC (4-chloro-2-methoxy-3-(methylsulphenyl)benzoic acid). Isolated yield 92.2%. As a reaction SMILES: [Cl:1][C:2]1[CH:11]=[CH:10][C:5]([C:6]([O:8]C)=[O:7])=[C:4]([O:12][CH3:13])[C:3]=1[S:14][CH3:15].O.[OH-].[Li+]>CO>[Cl:1][C:2]1[CH:11]=[CH:10][C:5]([C:6]([OH:8])=[O:7])=[C:4]([O:12][CH3:13])[C:3]=1[S:14][CH3:15] |f:1.2.3|. Reported procedure: A mixture of methyl 4-chloro-2-methoxy-3-(methylsulphenyl)benzoate (85% pure, 16.9 g) and lithium hydroxide monohydrate (3.85 g) in aqueous methanol was stirred at room temperature overnight. The mixture was evaporated then treated with water and acidified to pH1. It was extracted with ethyl acetate, dried (MgSO4) and filtered. The filtrate was evaporated to dryness to give 4-chloro-2-methoxy-3-(methylsulphenyl)benzoic acid (14.7 g) as a white solid m.p. 121.3°-122.7° C. NMR (CDCl3) 2.45(s,3H), ... Starting materials: O=C([O-])[O-], CS(C)=O, ClCc1ccc(Cl)nc1, O=[N+]([O-])N=C1NCCN1C=Nc1ccc(F)cc1, [K+], [K+]. The product is O=[N+]([O-])N=C1N(C=Nc2ccc(F)cc2)CCN1Cc1ccc(Cl)nc1. As a reaction SMILES: [C:28](=[O:29])([O-:30])[O-:31].[CH3:34][S:35]([CH3:36])=[O:37].[Cl:19][c:20]1[n:21][cH:22][c:23]([CH2:26][Cl:27])[cH:24][cH:25]1.[F:1][c:2]1[cH:3][cH:4][c:5]([N:8]=[CH:9][N:10]2[C:11](=[N:15][N+:16](=[O:17])[O-:18])[NH:12][CH2:13][CH2:14]2)[cH:6][cH:7]1.[K+:32].[K+:33]>>[F:1][c:2]1[cH:3][cH:4][c:5]([N:8]=[CH:9][N:10]2[C:11](=[N:15][N+:16](=[O:17])[O-:18])[N:12]([CH2:26][c:23]3[cH:22][n:21][c:20]([Cl:19])[cH:25][cH:24]3)[CH2:13][CH2:14]2)[cH:6][cH:7]1. Starting materials: C1=CC=CC=2NC3=CC=CC=C3CC12 (acridan), CC(C)([O-])C.[Na+] (sodium t-butoxide), BrC1=CC=C2C=CC3=CC=CC4=CC=C1C2=C34 (1-bromopyrene), C(Cl)Cl (CH2Cl2). Reagents/catalysts: CC(=O)[O-].CC(=O)[O-].[Pd+2] (Pd(OAc)2), C(C)(C)(C)P(C(C)(C)C)C(C)(C)C (tri-t-butylphosphine). The solvent is C1(=CC=CC=C1)C (toluene), C1(=CC=CC=C1)C (toluene). Run at time 1 hour. Product: C1(=CC=C2C=CC3=CC=CC4=CC=C1C2=C34)N3C=4C=CC=CC4CC4=CC=CC=C34 (N-pyrenylacridan). The yield is 60.3%. As a reaction SMILES: [CH:1]1[C:14]2[CH2:13][C:12]3[C:7](=[CH:8][CH:9]=[CH:10][CH:11]=3)[NH:6][C:5]=2[CH:4]=[CH:3][CH:2]=1.CC(C)([O-])C.[Na+].Br[C:22]1[C:35]2[C:36]3=[C:37]4[C:32](=[CH:33][CH:34]=2)[CH:31]=[CH:30][CH:29]=[C:28]4[CH:27]=[CH:26][C:25]3=[CH:24][CH:23]=1.C(Cl)Cl>C1(C)C=CC=CC=1.CC([O-])=O.CC([O-])=O.[Pd+2].C(P(C(C)(C)C)C(C)(C)C)(C)(C)C>[C:29]1([N:6]2[C:7]3[C:12](=[CH:11][CH:10]=[CH:9][CH:8]=3)[CH2:13][C:14]3[CH:1]=[CH:2][CH:3]=[CH:4][C:5]2=3)[C:28]2[C:37]3=[C:36]4[C:25](=[CH:26][CH:27]=2)[CH:24]=[CH:23][CH:22]=[C:35]4[CH:34]=[CH:33][C:32]3=[CH:31][CH:30]=1 |f:1.2,6.7.8|. Reported procedure: A mixture of 10.00 g of acridan (55.2 mmol), 247.7 mg of Pd(OAc)2 (1.10 mmol), 178.6 mg of tri-t-butylphosphine (0.88 mmol), 7.95 g of sodium t-butoxide (82.7 mmol), and 17.06 g of 1-bromopyrene (60.7 mmol) in 100 mL of dry toluene was allowed to stir under inert atmosphere. The exothermic reaction heated to reflux, causing a precipitate to form. An additional 200 mL of toluene was added to the mixture and stirring was continued at room temperature for 1 h. The reaction mixture was poured into a... Starting materials: CC(C)S(=O)(=O)Cl, C[Si](C)(C)CCOCn1ccc2nc(-c3cccnc3NC3CCNC3)cnc21. Yields the product CC(C)S(=O)(=O)N1CCC(Nc2ncccc2-c2cnc3c(ccn3COCC[Si](C)(C)C)n2)C1. As a reaction SMILES: [CH3:30][CH:31]([CH3:32])[S:33](=[O:34])(=[O:35])[Cl:36].[NH:1]1[CH2:2][CH:3]([NH:6][c:7]2[n:8][cH:9][cH:10][cH:11][c:12]2-[c:13]2[n:14][c:15]3[c:16]([n:17][cH:18]2)[n:19]([CH2:22][O:23][CH2:24][CH2:25][Si:26]([CH3:27])([CH3:28])[CH3:29])[cH:20][cH:21]3)[CH2:4][CH2:5]1>>[N:1]1([S:33]([CH:31]([CH3:30])[CH3:32])(=[O:34])=[O:35])[CH2:2][CH:3]([NH:6][c:7]2[n:8][cH:9][cH:10][cH:11][c:12]2-[c:13]2[n:14][c:15]3[c:16]([n:17][cH:18]2)[n:19]([CH2:22][O:23][CH2:24][CH2:25][Si:26]([CH3:27])([CH3:28])[CH3:29])[cH:20][cH:21]3)[CH2:4][CH2:5]1. Reactants: CC(=O)O[BH-](OC(C)=O)OC(C)=O, C=O, ClCCl, NC(=O)c1nc(-c2c(F)cccc2F)oc1-c1ccc(N2CCNCC2)cc1, [Na+]. Yields the product CN1CCN(c2ccc(-c3oc(-c4c(F)cccc4F)nc3C(N)=O)cc2)CC1. Reaction SMILES: [C:31]([O:32][BH-:33]([O:34][C:35](=[O:36])[CH3:37])[O:38][C:39](=[O:40])[CH3:41])(=[O:42])[CH3:43].[CH2:29]=[O:30].[Cl:45][CH2:46][Cl:47].[F:1][c:2]1[c:3](-[c:9]2[o:10][c:11](-[c:17]3[cH:18][cH:19][c:20]([N:23]4[CH2:24][CH2:25][NH:26][CH2:27][CH2:28]4)[cH:21][cH:22]3)[c:12]([C:14](=[O:15])[NH2:16])[n:13]2)[c:4]([F:8])[cH:5][cH:6][cH:7]1.[Na+:44]>>[F:1][c:2]1[c:3](-[c:9]2[o:10][c:11](-[c:17]3[cH:18][cH:19][c:20]([N:23]4[CH2:24][CH2:25][N:26]([CH3:31])[CH2:27][CH2:28]4)[cH:21][cH:22]3)[c:12]([C:14](=[O:15])[NH2:16])[n:13]2)[c:4]([F:8])[cH:5][cH:6][cH:7]1. The product is CCC(CC)CC1(C(=O)OC(C)(C)C)CCCCC1. Reactants: CCC(CC)CBr, CC(C)(C)OC(=O)C1CCCCC1, C1CCOC1, CCCCCC, C1CCC(NC2CCCCC2)CC1, Cl, O. Reaction SMILES: [Br:33][CH2:34][CH:35]([CH2:36][CH3:37])[CH2:38][CH3:39].[C:20]([CH3:21])([CH3:22])([CH3:23])[O:24][C:25](=[O:26])[CH:27]1[CH2:28][CH2:29][CH2:30][CH2:31][CH2:32]1.[CH2:41]1[O:42][CH2:43][CH2:44][CH2:45]1.[CH3:14][CH2:15][CH2:16][CH2:17][CH2:18][CH3:19].[CH:1]1([NH:2][CH:3]2[CH2:4][CH2:5][CH2:6][CH2:7][CH2:8]2)[CH2:9][CH2:10][CH2:11][CH2:12][CH2:13]1.[ClH:40].[OH2:46]>>[C:20]([CH3:21])([CH3:22])([CH3:23])[O:24][C:25](=[O:26])[C:27]1([CH2:34][CH:35]([CH2:36][CH3:37])[CH2:38][CH3:39])[CH2:28][CH2:29][CH2:30][CH2:31][CH2:32]1. Procedure details: The condensation of (R)-4-(5-amino-2-fluoro-phenyl)-5,5-difluoro-4-methyl-5,6-dihydro-4H-[1,3]oxazin-2-ylamine (intermediate XI-1) and 5-fluoro-pyridine-2-carboxylic acid following procedure I yielded the title compound as a colorless oil. MS (ISP): m/z=383.2 [M+H]+. The reactants are NC=1C=CC(=C(C1)[C@]1(N=C(OCC1(F)F)N)C)F ((R)-4-(5-amino-2-fluoro-phenyl)-5,5-difluoro-4-methyl-5,6-dihydro-4H-[1,3]oxazin-2-ylamine), FC=1C=CC(=NC1)C(=O)O (5-fluoro-pyridine-2-carboxylic acid). Yields the product NC=1OCC([C@@](N1)(C)C=1C=C(C=CC1F)NC(=O)C1=NC=C(C=C1)F)(F)F (5-Fluoro-pyridine-2-carboxylic acid [3-((R)-2-amino-5,5-difluoro-4-methyl-5,6-dihydro-4H-[1,3]oxazin-4-yl)-4-fluoro-phenyl]-amide). As a reaction SMILES: [NH2:1][C:2]1[CH:3]=[CH:4][C:5]([F:18])=[C:6]([C@:8]2([CH3:17])[C:13]([F:15])([F:14])[CH2:12][O:11][C:10]([NH2:16])=[N:9]2)[CH:7]=1.[F:19][C:20]1[CH:21]=[CH:22][C:23]([C:26](O)=[O:27])=[N:24][CH:25]=1>>[NH2:16][C:10]1[O:11][CH2:12][C:13]([F:14])([F:15])[C@:8]([C:6]2[CH:7]=[C:2]([NH:1][C:26]([C:23]3[CH:22]=[CH:21][C:20]([F:19])=[CH:25][N:24]=3)=[O:27])[CH:3]=[CH:4][C:5]=2[F:18])([CH3:17])[N:9]=1. The reactants are C(C)(=O)N[C@H]1[C@@H](O[C@@H]([C@H]([C@@H]1O)O)CO)O[C@@H]1[C@H]([C@H](OCCCCCC(=O)OC)O[C@@H]([C@@H]1O[C@H]1[C@@H]([C@@H](O)[C@H](O)[C@H](O1)CO)NC(C)=O)CO)O (5-(Methoxycarbonyl)pentyl 3,4-di-O-(2-acetamido-2-deoxy-βD-glucopyranosyl)-β-D-galactopyranoside), C1=C(NC(=O)NC1=O)[C@H]2[C@@H]([C@@H]([C@H](O2)COP(=O)(O)OP(=O)(O)O[C@@H]3[C@@H]([C@H]([C@H]([C@H](O3)CO)O)O)O)O)O (UDP-galactose). Reagents/catalysts: [Cl-].[Mn+2].[Cl-] (manganese chloride). The solvent is [As]([O-])(=O)(C)C.[Na+] (sodium cacodylate). Conditions: time 22 hour. The product is [C@@H]1([C@H](O)[C@@H](O)[C@@H](O)[C@H](O1)CO)O[C@H]1[C@@H]([C@H]([C@@H](O[C@@H]1CO)O[C@@H]1[C@H]([C@H](OCCCCCC(=O)OC)O[C@@H]([C@@H]1O[C@H]1[C@@H]([C@@H](O)[C@H](O[C@H]2[C@H](O)[C@@H](O)[C@@H](O)[C@H](O2)CO)[C@H](O1)CO)NC(C)=O)CO)O)NC(C)=O)O (5-(Methoxycarbonyl)pentyl 3,4-di-O-{β-D-galactopyranosyl-(1→4)-2-acetamido-2-deoxy-β-D-glucopyranosyl}-β-D-galactopyranoside). As a reaction SMILES: [C:1]([NH:4][C@@H:5]1[C@@H:10]([OH:11])[C@H:9]([OH:12])[C@@H:8]([CH2:13][OH:14])[O:7][C@H:6]1[O:15][C@H:16]1[C@@H:31]([O:32][C@@H:33]2[O:40][C@H:39]([CH2:41][OH:42])[C@@H:37]([OH:38])[C@H:35]([OH:36])[C@H:34]2[NH:43][C:44](=[O:46])[CH3:45])[C@@H:30]([CH2:47][OH:48])[O:29][C@@H:18]([O:19][CH2:20][CH2:21][CH2:22][CH2:23][CH2:24][C:25]([O:27][CH3:28])=[O:26])[C@@H:17]1[OH:49])(=[O:3])[CH3:2].C1C(=O)NC(=O)NC=1[C@@H]1O[C@H](COP(OP(O[C@H:73]2[O:78][C@H:77]([CH2:79][OH:80])[C@H:76]([OH:81])[C@H:75]([OH:82])[C@H:74]2[OH:83])(O)=O)(O)=O)[C@@H](O)[C@H]1O>[As](C)(C)(=O)[O-].[Na+].[Cl-].[Mn+2].[Cl-]>[C@@H:18]1([O:12][C@@H:9]2[C@@H:8]([CH2:13][OH:14])[O:7][C@@H:6]([O:15][C@H:16]3[C@@H:31]([O:32][C@@H:33]4[O:40][C@H:39]([CH2:41][OH:42])[C@@H:37]([O:38][C@@H:73]5[O:78][C@H:77]([CH2:79][OH:80])[C@H:76]([OH:81])[C@H:75]([OH:82])[C@H:74]5[OH:83])[C@H:35]([OH:36])[C@H:34]4[NH:43][C:44](=[O:46])[CH3:45])[C@@H:30]([CH2:47][OH:48])[O:29][C@@H:18]([O:19][CH2:20][CH2:21][CH2:22][CH2:23][CH2:24][C:25]([O:27][CH3:28])=[O:26])[C@@H:17]3[OH:49])[C@H:5]([NH:4][C:1](=[O:3])[CH3:2])[C@H:10]2[OH:11])[O:29][C@H:30]([CH2:47][OH:48])[C@H:31]([OH:32])[C@H:16]([OH:15])[C@H:17]1[OH:49] |f:2.3,4.5.6|. Reported procedure: A solution of compound 18 of Example 18 (60 mg), UDP-galactose, (145 mg), bovine galactosyltransferase (6.25 U) and bovine serum albumin (3 mg) in 30 mM sodium cacodylate buffer (5.25 mL, pH 7.0) containing manganese chloride (40 umol) was incubated at 37° C. for 22 h. The reaction mixture was diluted to 20 mL and purified as described in Example 21. Yield of the product was 47 mg. The structural identity of titled compound 24 was unanbiguously assigned by 1H- and 13C-n.m.r (see Tables 4 and 5, ... Reactants: COC1=C(OC)C(=O)C(Cc2ccc(OC(C)=O)c(C(=O)N3CCCCC3)c2)=C(C)C1=O, CO, [Na+], O, O=C([O-])O. The product is COC1=C(OC)C(=O)C(Cc2ccc(O)c(C(=O)N3CCCCC3)c2)=C(C)C1=O. Reaction SMILES: [CH3:1][O:2][C:3]1=[C:8]([O:9][CH3:10])[C:7](=[O:11])[C:6]([CH2:12][c:13]2[cH:14][cH:15][c:16]([O:27][C:28](=[O:29])[CH3:30])[c:17]([C:18](=[O:19])[N:20]3[CH2:21][CH2:22][CH2:23][CH2:24][CH2:25]3)[cH:26]2)=[C:5]([CH3:31])[C:4]1=[O:32].[CH3:38][OH:39].[Na+:33].[OH2:40].[OH:34][C:35](=[O:36])[O-:37]>>[CH3:1][O:2][C:3]1=[C:8]([O:9][CH3:10])[C:7](=[O:11])[C:6]([CH2:12][c:13]2[cH:14][cH:15][c:16]([OH:27])[c:17]([C:18](=[O:19])[N:20]3[CH2:21][CH2:22][CH2:23][CH2:24][CH2:25]3)[cH:26]2)=[C:5]([CH3:31])[C:4]1=[O:32].